This data is from the Open Reaction Database (ORD), a public repository of structured organic reaction records. The task is: describe an organic reaction: reactants, conditions, products, and yield The reactants are CCc1cc2c(s1)SCCc1cc(=O)[nH]nc1-2, CI, CN(C)C=O, [H-], [Na+], O. Yields the product CCc1cc2c(s1)SCCc1cc(=O)n(C)nc1-2. RXN SMILES: [CH2:1]([CH3:2])[c:3]1[cH:4][c:5]2[c:6]([s:17]1)[S:7][CH2:8][CH2:9][c:10]1[c:11]-2[n:12][nH:13][c:14](=[O:16])[cH:15]1.[CH3:20][I:21].[CH3:23][N:24]([CH3:25])[CH:26]=[O:27].[H-:18].[Na+:19].[OH2:22]>>[CH2:1]([CH3:2])[c:3]1[cH:4][c:5]2[c:6]([s:17]1)[S:7][CH2:8][CH2:9][c:10]1[c:11]-2[n:12][n:13]([CH3:20])[c:14](=[O:16])[cH:15]1. The reactants are NC=1C=C(C=CC1N)CO (3,4-diaminobenzenemethanol), Cl.C(CCC)(OCC)=N (ethyl butanimidate hydrochloride). Solvent: C(C)O (ethanol). Run at time 2 hour. Product: C(CC)C1=NC2=C(N1)C=CC(=C2)CO (2-propyl-1H-benzimidazole-5-methanol). RXN SMILES: [NH2:1][C:2]1[CH:3]=[C:4]([CH2:9][OH:10])[CH:5]=[CH:6][C:7]=1[NH2:8].Cl.[C:12](=N)(OCC)[CH2:13][CH2:14][CH3:15]>C(O)C>[CH2:13]([C:12]1[NH:8][C:7]2[CH:6]=[CH:5][C:4]([CH2:9][OH:10])=[CH:3][C:2]=2[N:1]=1)[CH2:14][CH3:15] |f:1.2|. Procedure details: A mixture of 6.9 parts of 3,4-diaminobenzenemethanol, 8.3 parts of ethyl butanimidate hydrochloride and 80 parts of ethanol is stirred first for 2 hours at room temperature and further for 2 hours at reflux. The reaction mixture is evaporated and the residue is stirred in water. The whole is alkalized with ammonium hydroxide and the product is extracted with 4-methyl-2-pentanone. The extract is dried, filtered and evaporated, yielding 6.2 parts of 2-propyl-1H-benzimidazole-5-methanol as a residu...